From a dataset of the Open Reaction Database (ORD), a public repository of structured organic reaction records. describe an organic reaction: reactants, conditions, products, and yield Reactants: CCOC(=O)CC(=O)O, CCO[Mg], CCCCOCCCC, C=CC1(C(=O)O)Cc2ccccc2C1, [Cl-], O=S(=O)(O)O. Product: C=CC1(C(C)=O)Cc2ccccc2C1. As a reaction SMILES: [CH2:16]([O:17][C:18](=[O:19])[CH2:20][C:21]([OH:22])=[O:23])[CH3:24].[CH2:25]([O:26][Mg:27])[CH3:28].[CH2:34]([O:35][CH2:36][CH2:37][CH2:38][CH3:39])[CH2:40][CH2:41][CH3:42].[CH:2](=[CH2:3])[C:4]1([C:13](=[O:14])[OH:15])[CH2:5][c:6]2[cH:7][cH:8][cH:9][cH:10][c:11]2[CH2:12]1.[Cl-:1].[S:29](=[O:30])(=[O:31])([OH:32])[OH:33]>>[CH:2](=[CH2:3])[C:4]1([C:13](=[O:15])[CH3:16])[CH2:5][c:6]2[cH:7][cH:8][cH:9][cH:10][c:11]2[CH2:12]1. Reactants: C(C)(C)(C)OC(=O)NCC(O)C1=CC2=CC=CC=C2C=C1 (2-t-butoxycarbonylamino-1-(2-naphthyl)ethanol), P(Cl)(Cl)(Cl)(Cl)Cl (phosphorus pentachloride). Reaction SMILES: [C:1]([O:5][C:6]([NH:8][CH2:9][CH:10]([C:12]1[CH:21]=[CH:20][C:19]2[C:14](=[CH:15][CH:16]=[CH:17][CH:18]=2)[CH:13]=1)O)=[O:7])([CH3:4])([CH3:3])[CH3:2].P(Cl)(Cl)(Cl)(Cl)[Cl:23]>>[C:1]([O:5][C:6]([NH:8][CH2:9][CH:10]([Cl:23])[C:12]1[CH:21]=[CH:20][C:19]2[C:14](=[CH:15][CH:16]=[CH:17][CH:18]=2)[CH:13]=1)=[O:7])([CH3:4])([CH3:3])[CH3:2]. Reported procedure: 16 g of 2-t-butoxycarbonylamino-1-(2-naphthyl)ethanol [prepared as described in step (a) above] were chlorinated with phosphorus pentachloride in the same manner as in Example 36(b) to give 9.1 g of the crystalline title compound, melting at 97°-98° C. Yields the product C(C)(C)(C)OC(=O)NCC(C1=CC2=CC=CC=C2C=C1)Cl (2-t-Butoxycarbonylamino-1-chloro-1-(2-naphthyl)ethane). Starting materials: CC(C)(C)OC(=O)c1ccc(CC(=O)O)cc1, ClCCCl, CCP1(=O)CCNCC1, CCN(C(C)C)C(C)C, Cl, [Na+], O=C([O-])O, CN(C)C=O, On1nnc2ccccc21. The product is CCP1(=O)CCN(C(=O)Cc2ccc(C(=O)OC(C)(C)C)cc2)CC1. RXN SMILES: [C:11]([CH3:12])([CH3:13])([CH3:14])[O:15][C:16](=[O:17])[c:18]1[cH:19][cH:20][c:21]([CH2:24][C:25](=[O:26])[OH:27])[cH:22][cH:23]1.[CH2:28]([Cl:29])[CH2:30][Cl:31].[CH2:2]([CH3:3])[P:4]1(=[O:10])[CH2:5][CH2:6][NH:7][CH2:8][CH2:9]1.[CH:42]([N:43]([CH2:44][CH3:45])[CH:46]([CH3:47])[CH3:48])([CH3:49])[CH3:50].[ClH:1].[Na+:60].[O-:56][C:57]([OH:58])=[O:59].[O:51]=[CH:52][N:53]([CH3:54])[CH3:55].[OH:32][n:33]1[c:34]2[c:35]([cH:36][cH:37][cH:38][cH:39]2)[n:40][n:41]1>>[CH2:2]([CH3:3])[P:4]1(=[O:10])[CH2:5][CH2:6][N:7]([C:25]([CH2:24][c:21]2[cH:20][cH:19][c:18]([C:16]([O:15][C:11]([CH3:12])([CH3:13])[CH3:14])=[O:17])[cH:23][cH:22]2)=[O:26])[CH2:8][CH2:9]1. The reactants are [Al+3], [H-], [H-], [H-], [H-], [Li+], COc1ccc(C(=O)OCc2cnc(-c3ccc(OCCN4CCCC4)cc3)o2)cc1, C1CCOC1. Yields the product OCc1cnc(-c2ccc(OCCN3CCCC3)cc2)o1. As a reaction SMILES: [Al+3:33].[H-:32].[H-:35].[H-:36].[H-:37].[Li+:34].[N:1]1([CH2:6][CH2:7][O:8][c:9]2[cH:10][cH:11][c:12](-[c:15]3[o:16][c:17]([CH2:20][O:21][C:22](=[O:23])[c:24]4[cH:25][cH:26][c:27]([O:28][CH3:29])[cH:30][cH:31]4)[cH:18][n:19]3)[cH:13][cH:14]2)[CH2:2][CH2:3][CH2:4][CH2:5]1.[O:38]1[CH2:39][CH2:40][CH2:41][CH2:42]1>>[N:1]1([CH2:6][CH2:7][O:8][c:9]2[cH:10][cH:11][c:12](-[c:15]3[o:16][c:17]([CH2:20][OH:21])[cH:18][n:19]3)[cH:13][cH:14]2)[CH2:2][CH2:3][CH2:4][CH2:5]1. Reactants: NC1=C2C(=NC=N1)N(N=C2C2=CC(=CC(=C2)O)F)C(C)C=2OC(C1=CC=CC=C1C2C2=CC=CC=C2)=O (3-(1-(4-amino-3-(3-fluoro-5-hydroxyphenyl)-1H-pyrazolo[3,4-d]pyrimidin-1-yl)ethyl)-4-phenyl-1H-isochromen-1-one), N1C=NC=C1 (imidazole), CN(C)C=O (DMF), N1C=NC=C1 (imidazole), CC(C)(C)[Si](C)(C)Cl (TBDMSCl), N1C=NC=C1 (imidazole), CC(C)(C)[Si](C)(C)Cl (TBDMSCl). The solvent is C(Cl)Cl (DCM). Conditions: time 2 hour. Product: NC1=C2C(=NC=N1)N(N=C2C2=CC(=CC(=C2)F)O[Si](C)(C)C(C)(C)C)C(C)C=2OC(C1=CC=CC=C1C2C2=CC=CC=C2)=O (3-(1-(4-amino-3-(3-((tert-butyldimethylsilyl)oxy)-5-fluorophenyl)-1H-pyrazolo[3,4-d]pyrimidin-1-yl)ethyl)-4-phenyl-1H-isochromen-1-one). The yield is 92.0%. RXN SMILES: [NH2:1][C:2]1[N:7]=[CH:6][N:5]=[C:4]2[N:8]([CH:19]([C:21]3[O:22][C:23](=[O:37])[C:24]4[C:29]([C:30]=3[C:31]3[CH:36]=[CH:35][CH:34]=[CH:33][CH:32]=3)=[CH:28][CH:27]=[CH:26][CH:25]=4)[CH3:20])[N:9]=[C:10]([C:11]3[CH:16]=[C:15]([OH:17])[CH:14]=[C:13]([F:18])[CH:12]=3)[C:3]=12.N1C=CN=C1.CN(C=O)C.[CH3:48][C:49]([Si:52](Cl)([CH3:54])[CH3:53])([CH3:51])[CH3:50]>C(Cl)Cl>[NH2:1][C:2]1[N:7]=[CH:6][N:5]=[C:4]2[N:8]([CH:19]([C:21]3[O:22][C:23](=[O:37])[C:24]4[C:29]([C:30]=3[C:31]3[CH:36]=[CH:35][CH:34]=[CH:33][CH:32]=3)=[CH:28][CH:27]=[CH:26][CH:25]=4)[CH3:20])[N:9]=[C:10]([C:11]3[CH:12]=[C:13]([F:18])[CH:14]=[C:15]([O:17][Si:52]([C:49]([CH3:51])([CH3:50])[CH3:48])([CH3:54])[CH3:53])[CH:16]=3)[C:3]=12. Procedure: To a stirred mixture of 3-(1-(4-amino-3-(3-fluoro-5-hydroxyphenyl)-1H-pyrazolo[3,4-d]pyrimidin-1-yl)ethyl)-4-phenyl-1H-isochromen-1-one (example 40, 0.20 mmol) and imidazole (40.8 mg, 0.60 mmol) in DMF (1 ml) TBDMSCl (45.2 mg, 0.30 mmol) was added at RT and the mixture was stirred for 2 hrs. Additional imidazole (16 mg) and TBDMSCl (36 mg) were added and the mixture was stirred at the same temperature for further 2 hrs. Additional imidazole (27 mg) and TBDMSCl (121 mg) were added and the stirrin... Reactants: CC(C)c1onc(-c2c(Cl)cccc2Cl)c1CO, ClCCl, Cc1cc(O)ccc1NC(=O)OC(C)(C)C, c1ccc(P(c2ccccc2)c2ccccc2)cc1. Yields the product Cc1cc(OCc2c(-c3c(Cl)cccc3Cl)noc2C(C)C)ccc1NC(=O)OC(C)(C)C. RXN SMILES: [Cl:36][c:37]1[c:38](-[c:44]2[n:45][o:46][c:47]([CH:51]([CH3:52])[CH3:53])[c:48]2[CH2:49][OH:50])[c:39]([Cl:43])[cH:40][cH:41][cH:42]1.[Cl:54][CH2:55][Cl:56].[OH:1][c:2]1[cH:3][c:4]([CH3:16])[c:5]([NH:8][C:9]([O:10][C:11]([CH3:12])([CH3:13])[CH3:14])=[O:15])[cH:6][cH:7]1.[c:17]1([P:18]([c:19]2[cH:20][cH:21][cH:22][cH:23][cH:24]2)[c:25]2[cH:26][cH:27][cH:28][cH:29][cH:30]2)[cH:31][cH:32][cH:33][cH:34][cH:35]1>>[O:1]([c:2]1[cH:3][c:4]([CH3:16])[c:5]([NH:8][C:9]([O:10][C:11]([CH3:12])([CH3:13])[CH3:14])=[O:15])[cH:6][cH:7]1)[CH2:49][c:48]1[c:44](-[c:38]2[c:37]([Cl:36])[cH:42][cH:41][cH:40][c:39]2[Cl:43])[n:45][o:46][c:47]1[CH:51]([CH3:52])[CH3:53]. Solvent: CC#N (CH3CN). The yield is 47.0%. Reactants: CN(C)C(OC)OC (DMF-DMA), Cl.C(C)C1=C(C(=CC=C1)CC)NC(=O)NC(NC)=N (1-(2',6'-diethylphenyl)-3-methylamidinourea hydrochloride), Cl.CO (HCl MeOH). Procedure details: To a suspension of 22.8 g. (80.0 mmol) of 1-(2',6'-diethylphenyl)-3-methylamidinourea hydrochloride in CH3CN (100 ml.) are added 19.1 g. (160.0 mmol) of DMF-DMA and the reaction mixture is heated at reflux for 3 hours. The CH3CN is removed under reduced pressure and the residue partitioned between CHCl3 and H2O. The layers are separated and the aqueous layer extracted with CHCl3 (1×100). The combined CHCl3 extracts are washed with H2O (1×100 ml.), dried (MgSO4) and concentrated under reduced pre... Reaction SMILES: [ClH:1].[CH2:2]([C:4]1[CH:9]=[CH:8][CH:7]=[C:6]([CH2:10][CH3:11])[C:5]=1[NH:12][C:13]([NH:15][C:16](=[NH:19])[NH:17][CH3:18])=[O:14])[CH3:3].[CH3:20]N(C(OC)OC)C.Cl.CO>CC#N>[ClH:1].[CH2:10]([C:6]1[CH:7]=[CH:8][CH:9]=[C:4]([CH2:2][CH3:3])[C:5]=1[N:12]1[CH:18]=[N:17][C:16]([NH:19][CH3:20])=[N:15][C:13]1=[O:14])[CH3:11] |f:0.1,3.4,6.7|. Yields the product Cl.C(C)C1=C(C(=CC=C1)CC)N1C(N=C(N=C1)NC)=O (1-(2',6'-diethylphenyl)-4-methylamino-1,2-dihydro-1,3,5-triazin-2-one hydrochloride). The reactants are ClCCCl (1,2-dichloroethane), NC=1C(=NC=C(C1)Cl)O (3-amino-5-chloropyridin-2-ol), O=C1CCN(CC1)C(=O)OC(C)(C)C (tert-butyl 4-oxopiperidine-1-carboxylate), C(C)(=O)O[BH-](OC(C)=O)OC(C)=O.[Na+] (sodium triacetoxyborohydride), O=C1CCN(CC1)C(=O)OC(C)(C)C (Tert-butyl 4-oxopiperidine-1-carboxylate), C(C)(=O)O[BH-](OC(C)=O)OC(C)=O.[Na+] (sodium triacetoxyborohydride). Solvent: ClCCl (dichloromethane), O (water). The product is ClC1CC(C(NC1)O)NC1CCN(CC1)C(=O)OC(C)(C)C (tert-butyl 4-[(5-chloro-2-hydroxypiperidin-3-yl)amino]piperidine-1-carboxylate). Isolated yield 62.1%. Reaction SMILES: ClCCCl.[NH2:5][C:6]1[C:7]([OH:13])=[N:8][CH:9]=[C:10]([Cl:12])[CH:11]=1.O=[C:15]1[CH2:20][CH2:19][N:18]([C:21]([O:23][C:24]([CH3:27])([CH3:26])[CH3:25])=[O:22])[CH2:17][CH2:16]1.C(O[BH-](OC(=O)C)OC(=O)C)(=O)C.[Na+]>ClCCl.O>[Cl:12][CH:10]1[CH2:9][NH:8][CH:7]([OH:13])[CH:6]([NH:5][CH:15]2[CH2:20][CH2:19][N:18]([C:21]([O:23][C:24]([CH3:27])([CH3:26])[CH3:25])=[O:22])[CH2:17][CH2:16]2)[CH2:11]1 |f:3.4|. Procedure: To a 1,2-dichloroethane suspension (177 ml) of 3-amino-5-chloropyridin-2-ol (8.85 g) and tert-butyl 4-oxopiperidine-1-carboxylate (24.4 g) was added sodium triacetoxyborohydride (26.0 g), followed by stirring under heating at reflux for 4 hours. Tert-butyl 4-oxopiperidine-1-carboxylate (12.4 g) and sodium triacetoxyborohydride (13.7 g) were further added, and stirred under heating at reflux for 2 hours. After the reaction solution was brought back to room temperature, water and dichloromethane w... Product: CC(C)(C)[Si](C)(C)OC1CCC(Nc2ccn[nH]2)CC1. As a reaction SMILES: [CH2:1]([c:2]1[cH:3][cH:4][cH:5][cH:6][cH:7]1)[n:8]1[n:9][cH:10][cH:11][c:12]1[NH:13][CH:14]1[CH2:15][CH2:16][CH:17]([O:20][Si:21]([CH3:22])([CH3:23])[C:24]([CH3:25])([CH3:26])[CH3:27])[CH2:18][CH2:19]1.[CH3:32][CH2:33][O:34][C:35](=[O:36])[CH3:37].[CH3:38][CH2:39][OH:40].[CH:28]([O-:29])=[O:30].[NH4+:31].[OH-:41].[OH-:43].[Pd+2:42]>>[nH:8]1[n:9][cH:10][cH:11][c:12]1[NH:13][CH:14]1[CH2:15][CH2:16][CH:17]([O:20][Si:21]([CH3:22])([CH3:23])[C:24]([CH3:25])([CH3:26])[CH3:27])[CH2:18][CH2:19]1. The reactants are CC(C)(C)[Si](C)(C)OC1CCC(Nc2ccnn2Cc2ccccc2)CC1, CCOC(C)=O, CCO, O=C[O-], [NH4+], [OH-], [OH-], [Pd+2]. Starting materials: N[C@@H]1[C@@H](CN(CC1)C=1C(=C(C(=O)OC)C=CC1)F)OC (methyl cis(±)-3-(4-amino-3-methoxypiperidin-1-yl)-2-fluorobenzoate), C=1C=CC2=C(C1)N=NN2O (HOBT), ClC=1N=C(NC1CC)C(=O)O (4-chloro-5-ethyl-1H-imidazole-2-carboxylic acid), CCN=C=NCCCN(C)C.Cl (WSC hydrochloride). Run in CC(=O)N(C)C (DMA), ClCCl (dichloromethane). Product: ClC=1N=C(NC1CC)C(=O)N[C@@H]1[C@@H](CN(CC1)C=1C(=C(C(=O)OC)C=CC1)F)OC (Methyl cis(±)-3-(4-{[(4-chloro-5-ethyl-1H-imidazol-2-yl)carbonyl]amino}-3-methoxypiperidin-1-yl)-2-fluorobenzoate). Yield: 36.5%. RXN SMILES: [NH2:1][C@H:2]1[CH2:7][CH2:6][N:5]([C:8]2[C:9]([F:18])=[C:10]([CH:15]=[CH:16][CH:17]=2)[C:11]([O:13][CH3:14])=[O:12])[CH2:4][C@H:3]1[O:19][CH3:20].[Cl:21][C:22]1[N:23]=[C:24]([C:29](O)=[O:30])[NH:25][C:26]=1[CH2:27][CH3:28].CCN=C=NCCCN(C)C.Cl.C1C=CC2N(O)N=NC=2C=1>CC(N(C)C)=O.ClCCl>[Cl:21][C:22]1[N:23]=[C:24]([C:29]([NH:1][C@H:2]2[CH2:7][CH2:6][N:5]([C:8]3[C:9]([F:18])=[C:10]([CH:15]=[CH:16][CH:17]=3)[C:11]([O:13][CH3:14])=[O:12])[CH2:4][C@H:3]2[O:19][CH3:20])=[O:30])[NH:25][C:26]=1[CH2:27][CH3:28] |f:2.3|. Procedure: The same operation as in Example (1g) was performed using methyl cis(±)-3-(4-amino-3-methoxypiperidin-1-yl)-2-fluorobenzoate obtained in Example (263b) (about 0.06 mmol), 4-chloro-5-ethyl-1H-imidazole-2-carboxylic acid obtained in Example (1d) (9 mg, 0.05 mmol), WSC hydrochloride (34 mg, 0.18 mmol), HOBT (12 mg, 0.09 mmol), dichloromethane (0.75 mL) and DMA (0.75 mL), to obtain 8 mg of the title compound as a colorless oily substance (33%).